From a dataset of the Open Reaction Database (ORD), a public repository of structured organic reaction records. describe an organic reaction: reactants, conditions, products, and yield The reactants are CN=C=S, ClCCl, Nc1ccccc1-c1ccccc1. Product: CNC(=S)Nc1ccccc1-c1ccccc1. RXN SMILES: [CH3:14][N:15]=[C:16]=[S:17].[Cl:18][CH2:19][Cl:20].[NH2:1][c:2]1[c:3](-[c:8]2[cH:9][cH:10][cH:11][cH:12][cH:13]2)[cH:4][cH:5][cH:6][cH:7]1>>[NH:1]([c:2]1[c:3](-[c:8]2[cH:9][cH:10][cH:11][cH:12][cH:13]2)[cH:4][cH:5][cH:6][cH:7]1)[C:16]([NH:15][CH3:14])=[S:17].